This data is from the Open Reaction Database (ORD), a public repository of structured organic reaction records. The task is: describe an organic reaction: reactants, conditions, products, and yield Starting materials: ClCC(=O)Cl (chloroacetyl chloride), COC(CN)OC (aminoacetaldehyde dimethyl acetal), aqueous solution, [OH-].[Na+] (sodium hydroxide). The solvent is ClCCl (dichloromethane). The product is COC(CNC(CCl)=O)OC (N-(2,2-Dimethoxyethyl)chloroacetamide). The yield is 62.7%. As a reaction SMILES: [CH3:1][O:2][CH:3]([O:6][CH3:7])[CH2:4][NH2:5].[OH-].[Na+].[Cl:10][CH2:11][C:12](Cl)=[O:13]>ClCCl>[CH3:1][O:2][CH:3]([O:6][CH3:7])[CH2:4][NH:5][C:12](=[O:13])[CH2:11][Cl:10] |f:1.2|. Reported procedure: A mixture of 105.1 grams (g) (1.0 moles) of aminoacetaldehyde dimethyl acetal, 80 g (1.0 moles) of a 50% aqueous solution of sodium hydroxide, and 200 ml dichloromethane are placed in a 1 liter flask fitted with a stirrer and thermometer. To this is added 113.0 g (1.0 moles) of chloroacetyl chloride dropwise with rapid stirring at 0°-10° C. After the addition is complete, the reaction is allowed to rise to room temperature and is stirred for 1 hour. Next the mixture is washed with 100 ml water, ... Starting materials: BrC1=C(C=CC=C1)CC[C@@H](OCC(C(=O)OC)=C)C1=CC(=CC=C1)COC1OCCCC1 (Methyl 2-((3-(2-bromophenyl)-1(R)-(3-(((2-tetrahydropyranyl)oxy)methyl)phenyl)propoxy)methyl)propenoate), [H-].C(C(C)C)[Al+]CC(C)C (diisobutylaluminum hydride), C1(=CC=CC=C1)C (toluene), C(C(O)C(O)C(=O)O)(=O)O (Tartaric acid), [OH-].[Na+] (NaOH), alcohol. Run in C(Cl)Cl (CH2Cl2). Run at temperature -78 celsius, time 30 minute. Yields the product BrC1=C(C=CC=C1)CC[C@@H](OCC(CO)=C)C1=CC(=CC=C1)COC1OCCCC1 (2-((3-(2-bromophenyl)-1(R)-(3-(((2-tetrahydropyranyl)oxy)methyl)phenyl)propoxy)methyl)-2-propen-1-ol). RXN SMILES: [Br:1][C:2]1[CH:7]=[CH:6][CH:5]=[CH:4][C:3]=1[CH2:8][CH2:9][C@H:10]([C:19]1[CH:24]=[CH:23][CH:22]=[C:21]([CH2:25][O:26][CH:27]2[CH2:32][CH2:31][CH2:30][CH2:29][O:28]2)[CH:20]=1)[O:11][CH2:12][C:13](=[CH2:18])[C:14](OC)=[O:15].[H-].C([Al+]CC(C)C)C(C)C.C1(C)C=CC=CC=1.C(O)(=O)C(C(C(O)=O)O)O.[OH-].[Na+]>C(Cl)Cl>[Br:1][C:2]1[CH:7]=[CH:6][CH:5]=[CH:4][C:3]=1[CH2:8][CH2:9][C@H:10]([C:19]1[CH:24]=[CH:23][CH:22]=[C:21]([CH2:25][O:26][CH:27]2[CH2:32][CH2:31][CH2:30][CH2:29][O:28]2)[CH:20]=1)[O:11][CH2:12][C:13](=[CH2:18])[CH2:14][OH:15] |f:1.2,5.6|. Procedure: To a solution of the ester of Step 3 (29.69 g, 59 mmol) in 300 mL of CH2Cl2 at -78° C. was added slowly a solution of diisobutylaluminum hydride 1.5M in toluene (99 mL, 149 mmol) and the mixture was stirred at -78° C. for 30 min. 2M Tartaric acid was then added and the solution was neutralized with 10 N NaOH. The product was extracted in EtOAc, dried over Na2SO4, and concentrated to give 26.90 g, 96%, of the title alcohol. Starting materials: [N+](=[N-])=C (Diazomethane), N#N.CC(C)(OC(=O)N[C@@H](CCCCNC(=O)OCC1=CC=CC=C1)C(=O)OC)C (N2 [(1,1-dimethylethoxy)carbonyl]-N6 -[(phenylmethoxy)carbonyl]-L-lysine, methyl ester), N#N.CC(C)(OC(=O)N[C@@H](CCCCNC(=O)OCC1=CC=CC=C1)C(=O)O)C (N2 [(1,1-Dimethylethoxy)carbonyl]-N6 -[(phenylmethoxy)carbonyl]-L-lysine), C(C)(=O)O (Acetic acid). Solvent: CCCCCC (hexane), C(C)(=O)OCC (ethyl acetate), CC(=O)C (acetone). Yields the product N#N.CC(C)(OC(=O)N[C@@H](CCCCNC(=O)OCC1=CC=CC=C1)C(=O)OCC)C (N2 [(1,1-Dimethylethoxy)carbonyl]-N6 -[(phenylmethoxy)carbonyl]-L-lysine, ethyl ester). RXN SMILES: N#N.[CH3:3][C:4]([CH3:29])([O:6][C:7]([NH:9][C@H:10]([C:26]([OH:28])=[O:27])[CH2:11][CH2:12][CH2:13][CH2:14][NH:15][C:16]([O:18][CH2:19][C:20]1[CH:25]=[CH:24][CH:23]=[CH:22][CH:21]=1)=[O:17])=[O:8])[CH3:5].[N+:30](=C)=[N-:31].[C:33](O)(=O)[CH3:34].N#N.CC(C)(OC(N[C@H](C(OC)=O)CCCCNC(OCC1C=CC=CC=1)=O)=O)C>C(OCC)(=O)C.CC(C)=O.CCCCCC>[N:30]#[N:31].[CH3:5][C:4]([CH3:29])([O:6][C:7]([NH:9][C@H:10]([C:26]([O:28][CH2:33][CH3:34])=[O:27])[CH2:11][CH2:12][CH2:13][CH2:14][NH:15][C:16]([O:18][CH2:19][C:20]1[CH:21]=[CH:22][CH:23]=[CH:24][CH:25]=1)=[O:17])=[O:8])[CH3:3] |f:0.1,4.5,9.10|. Reported procedure: N2 -[(1,1-Dimethylethoxy)carbonyl]-N6 -[(phenylmethoxy)carbonyl]-L-lysine (5.48 g., 14.4 mmole) is dissolved in ethyl acetate (130 ml.). Diazomethane is added until a yellow color persists. Acetic acid is added to quench the excess diazomethane, and the volatiles are evaporated. The residue is partitioned between ethyl acetate and saturated sodium bicarbonate, the organic layer is dried over sodium sulfate, filtered, and then the volatiles are evaporated. Purification of the residue by column ch... Starting materials: CC(C)CN(C)c1cc(NC(=O)OC(C)(C)C)c(N)cc1C#N, CC(C)(C)OC(=O)CC(=O)c1cccc(-n2nncc2COC2CCCCO2)c1. Yields the product CC(C)CN(C)c1cc(NC(=O)OC(C)(C)C)c(NC(=O)CC(=O)c2cccc(-n3nncc3COC3CCCCO3)c2)cc1C#N. RXN SMILES: [C:1]([CH3:2])([CH3:3])([CH3:4])[O:5][C:6]([NH:7][c:8]1[c:9]([NH2:22])[cH:10][c:11]([C:20]#[N:21])[c:12]([N:14]([CH3:15])[CH2:16][CH:17]([CH3:18])[CH3:19])[cH:13]1)=[O:23].[C:24]([CH3:26])([CH3:27])([O:28][C:29](=[O:25])[CH2:30][C:31]([c:32]1[cH:33][c:34](-[n:38]2[n:39][n:40][cH:41][c:42]2[CH2:43][O:44][CH:45]2[O:46][CH2:47][CH2:48][CH2:49][CH2:50]2)[cH:35][cH:36][cH:37]1)=[O:51])[CH3:52]>>[C:1]([CH3:2])([CH3:3])([CH3:4])[O:5][C:6]([NH:7][c:8]1[c:9]([NH:22][C:29](=[O:28])[CH2:30][C:31]([c:32]2[cH:33][c:34](-[n:38]3[n:39][n:40][cH:41][c:42]3[CH2:43][O:44][CH:45]3[O:46][CH2:47][CH2:48][CH2:49][CH2:50]3)[cH:35][cH:36][cH:37]2)=[O:51])[cH:10][c:11]([C:20]#[N:21])[c:12]([N:14]([CH3:15])[CH2:16][CH:17]([CH3:18])[CH3:19])[cH:13]1)=[O:23].